From a dataset of the Open Reaction Database (ORD), a public repository of structured organic reaction records. describe an organic reaction: reactants, conditions, products, and yield Reactants: P(=O)(Cl)(Cl)Cl (Phosphorus oxychloride), CON=C(C(=O)O)C=1N=NSC1 (2-methoxyimino-2-(1,2,3-thiadiazol-4-yl)-acetic acid), C[Si](C)(C)CC(=O)N (trimethylsilylacetamide), NC1[C@@H]2N(C(=C(CS2)CSC2=NN=NN2CC(=O)O)C(=O)O)C1=O (7-amino-3-(1-carboxymethyl-1H-tetrazol-5-yl)thiomethyl-3-cephem-4-carboxylic acid). Run in CN(C=O)C (dimethylformamide), C(C)(=O)OCC (ethyl acetate), C(C)(=O)OCC (ethyl acetate), C(C)(=O)OCC (ethyl acetate). Conditions: temperature 40 celsius, time 30 minute. Product: CON=C(C(=O)NC1[C@@H]2N(C(=C(CS2)CSC2=NN=NN2CC(=O)O)C(=O)O)C1=O)C=1N=NSC1 (7-[2-methoxyimino-2-(1,2,3-thiadiazol-4-yl)acetamido]-3-(1-carboxymethyl-1H-tetrazol-5-yl)thiomethyl-3-cephem-4-carboxylic acid). The yield is 77.9%. Reaction SMILES: P(Cl)(Cl)(Cl)=O.[CH3:6][O:7][N:8]=[C:9]([C:13]1[N:14]=[N:15][S:16][CH:17]=1)[C:10]([OH:12])=O.C[Si](CC(N)=O)(C)C.[NH2:26][CH:27]1[C:48](=[O:49])[N:29]2[C:30]([C:45]([OH:47])=[O:46])=[C:31]([CH2:34][S:35][C:36]3[N:40]([CH2:41][C:42]([OH:44])=[O:43])[N:39]=[N:38][N:37]=3)[CH2:32][S:33][C@H:28]12>C(OCC)(=O)C.CN(C)C=O>[CH3:6][O:7][N:8]=[C:9]([C:13]1[N:14]=[N:15][S:16][CH:17]=1)[C:10]([NH:26][CH:27]1[C:48](=[O:49])[N:29]2[C:30]([C:45]([OH:47])=[O:46])=[C:31]([CH2:34][S:35][C:36]3[N:40]([CH2:41][C:42]([OH:44])=[O:43])[N:39]=[N:38][N:37]=3)[CH2:32][S:33][C@H:28]12)=[O:12]. Procedure: Phosphorus oxychloride (0.65 g.) was added under ice-cooling to dry dimethylformamide (0.31 g.) and the mixture was stirred for 30 minutes at 40° C. Dry ethyl acetate (15 ml.) was added thereto and to the suspension was added under ice-cooling 2-methoxyimino-2-(1,2,3-thiadiazol-4-yl)-acetic acid (syn isomer) (0.65 g.), after which the resulting mixture was vigorously stirred for 30 minutes at the same temperature to give a solution. On the other hand, trimethylsilylacetamide (4.20 g.) was added ... Starting materials: C(C)N(C(C1=C(C=CC=C1)Cl)=O)CC (N,N-Diethyl-2-chlorobenzamide), ClC[Si](C)(C)Cl ((chloromethyl)dimethylsilyl chloride). Yields the product C(C)N(C(C1=C(C=CC=C1[Si](C)(C)CCl)Cl)=O)CC (N,N-Diethyl-2-chloro-6-[(chloromethyl)dimethylsilyl]benzamide). As a reaction SMILES: [CH2:1]([N:3]([CH2:13][CH3:14])[C:4](=[O:12])[C:5]1[CH:10]=[CH:9][CH:8]=[CH:7][C:6]=1[Cl:11])[CH3:2].[Cl:15][CH2:16][Si:17](Cl)([CH3:19])[CH3:18]>>[CH2:13]([N:3]([CH2:1][CH3:2])[C:4](=[O:12])[C:5]1[C:10]([Si:17]([CH2:16][Cl:15])([CH3:19])[CH3:18])=[CH:9][CH:8]=[CH:7][C:6]=1[Cl:11])[CH3:14]. Reported procedure: The title compound was prepared according to General Method A from the compound of Example e and 1.5 eq (chloromethyl)dimethylsilyl chloride. Purification by HPLC using 1:9 ethyl acetate/hexanes gave 5.4 g of the desired compound as a yellow oil, an 85% yield.